This data is from the Open Reaction Database (ORD), a public repository of structured organic reaction records. The task is: describe an organic reaction: reactants, conditions, products, and yield Conditions: time 2 hour. Reactants: C(C)(C)(C)[Si](OC(CC/C(=C/CCC(=CCO)C)/C)C(=C)C)(C)C ((6E)-10-(tert.-butyldimethylsiloxy)-3,7,11-trimethyl-2,6,11-dodecatrien-1-ol). Product: C(C)(C)(C)[Si](OC(CC/C(=C/CCC(=CC=O)C)/C)C(=C)C)(C)C ((6E)-10-(tert.-butyldimethylsiloxy)-3,7,11-trimethyl-2,6,11-dodecatrienal). The reagents and catalysts are [O-2].[O-2].[Mn+4] (manganese dioxide). As a reaction SMILES: [C:1]([Si:5]([CH3:24])([CH3:23])[O:6][CH:7]([C:20]([CH3:22])=[CH2:21])[CH2:8][CH2:9]/[C:10](/[CH3:19])=[CH:11]/[CH2:12][CH2:13][C:14]([CH3:18])=[CH:15][CH2:16][OH:17])([CH3:4])([CH3:3])[CH3:2]>ClCCl.[O-2].[O-2].[Mn+4]>[C:1]([Si:5]([CH3:23])([CH3:24])[O:6][CH:7]([C:20]([CH3:22])=[CH2:21])[CH2:8][CH2:9]/[C:10](/[CH3:19])=[CH:11]/[CH2:12][CH2:13][C:14]([CH3:18])=[CH:15][CH:16]=[O:17])([CH3:4])([CH3:3])[CH3:2] |f:2.3.4|. Solvent: ClCCl (dichloromethane). Reported procedure: 10.58 g of (6E)-10-(tert.-butyldimethylsiloxy)-3,7,11-trimethyl-2,6,11-dodecatrien-1-ol are added dropwise at 0° to a suspension of 110 g of manganese dioxide (precipitated, active) in 220 ml of dichloromethane and the mixture is stirred at room temperature for 2 hours. After filtration over Hyflo the filtrate is concentrated and oily residue is chromatographed on silica gel with hexane-ethyl acetate-triethylamine 90:10:0.1. There is obtained (6E)-10-(tert.-butyldimethylsiloxy)-3,7,11-trimethyl-... RXN SMILES: [CH3:33][B:34]1[O:35][B:36]([CH3:37])[O:38][B:39]([CH3:40])[O:41]1.[F:1][C:2]([F:3])([F:4])[S:5]([O:6][c:7]1[c:8]2[c:21]([cH:22][c:23]([O:25][CH3:26])[cH:24]1)[S:20][CH2:19][CH:18]1[C:9]2([CH3:30])[CH2:10][CH2:11][CH:12]2[C:13]([CH3:28])([CH3:29])[CH2:14][CH2:15][CH2:16][C:17]21[CH3:27])(=[O:31])=[O:32].[K+:47].[K+:48].[K+:49].[O:127]1[CH2:128][CH2:129][O:130][CH2:131][CH2:132]1.[P:42]([O-:43])([O-:44])([O-:45])=[O:46].[cH:50]1[cH:51][cH:52][c:53]([P:54]([Pd:55]([P:56]([c:57]2[cH:58][cH:59][cH:60][cH:61][cH:62]2)([c:63]2[cH:64][cH:65][cH:66][cH:67][cH:68]2)[c:69]2[cH:70][cH:71][cH:72][cH:73][cH:74]2)([P:75]([c:76]2[cH:77][cH:78][cH:79][cH:80][cH:81]2)([c:82]2[cH:83][cH:84][cH:85][cH:86][cH:87]2)[c:88]2[cH:89][cH:90][cH:91][cH:92][cH:93]2)[P:94]([c:95]2[cH:96][cH:97][cH:98][cH:99][cH:100]2)([c:101]2[cH:102][cH:103][cH:104][cH:105][cH:106]2)[c:107]2[cH:108][cH:109][cH:110][cH:111][cH:112]2)([c:113]2[cH:114][cH:115][cH:116][cH:117][cH:118]2)[c:119]2[cH:120][cH:121][cH:122][cH:123][cH:124]2)[cH:125][cH:126]1>>[c:7]1([CH3:33])[c:8]2[c:21]([cH:22][c:23]([O:25][CH3:26])[cH:24]1)[S:20][CH2:19][CH:18]1[C:9]2([CH3:30])[CH2:10][CH2:11][CH:12]2[C:13]([CH3:28])([CH3:29])[CH2:14][CH2:15][CH2:16][C:17]21[CH3:27]. Starting materials: CB1OB(C)OB(C)O1, COc1cc(OS(=O)(=O)C(F)(F)F)c2c(c1)SCC1C2(C)CCC2C(C)(C)CCCC21C, [K+], [K+], [K+], C1COCCO1, O=P([O-])([O-])[O-], c1ccc(P(c2ccccc2)(c2ccccc2)[Pd](P(c2ccccc2)(c2ccccc2)c2ccccc2)(P(c2ccccc2)(c2ccccc2)c2ccccc2)P(c2ccccc2)(c2ccccc2)c2ccccc2)cc1. The product is COc1cc(C)c2c(c1)SCC1C2(C)CCC2C(C)(C)CCCC21C.